This data is from the Open Reaction Database (ORD), a public repository of structured organic reaction records. The task is: describe an organic reaction: reactants, conditions, products, and yield Starting materials: P(=O)([O-])([O-])[O-].[K+].[K+].[K+] (Potassium phosphate), (R)-1-[(S)-2-(dicyclohexylphosphino)ferrocenyl]ethyl-di-tert-butylphosphine, ClCCl (dichloromethane), BrC=1C=C(C(=O)OCC)C=CC1 (Ethyl 3-bromobenzoate), C(C)(C)N (isopropylamine). Reagents/catalysts: C(C)(=O)[O-].[Pd+2].C(C)(=O)[O-] (palladium(II) acetate). Solvent: C(OC)COC (dimethoxyethane), C(OC)COC (dimethoxyethane). Reaction conditions: temperature 160 celsius, time 70 minute. Yields the product C(C)(C)NC=1C=C(C(=O)OCC)C=CC1 (ethyl 3-(isopropylamino)benzoate). As a reaction SMILES: P([O-])([O-])([O-])=O.[K+].[K+].[K+].Br[C:10]1[CH:11]=[C:12]([CH:18]=[CH:19][CH:20]=1)[C:13]([O:15][CH2:16][CH3:17])=[O:14].[CH:21]([NH2:24])([CH3:23])[CH3:22].ClCCl>C(COC)OC.C([O-])(=O)C.[Pd+2].C([O-])(=O)C>[CH:21]([NH:24][C:10]1[CH:11]=[C:12]([CH:18]=[CH:19][CH:20]=1)[C:13]([O:15][CH2:16][CH3:17])=[O:14])([CH3:23])[CH3:22] |f:0.1.2.3,8.9.10|. Reported procedure: Potassium phosphate (1.38 g, 6.5 mmol), palladium(II) acetate (56 mg, 0.25 mmol), and (R)-1-[(S)-2-(dicyclohexylphosphino)ferrocenyl]ethyl-di-tert-butylphosphine (139 mg, 0.25 mmol) were combined in a microwave tube under nitrogen. Ethyl 3-bromobenzoate (1.145 g, 5 mmol) in dimethoxyethane (2 mL) and isopropylamine (385 mg, 6.5 mmol) in dimethoxyethane (2 mL) were added. The tube was filled with nitrogen again. The tube was then capped, and the reaction mixture was heated in a microwave oven (Bi... Starting materials: CC#N, C(=NC1CCCCC1)=NC1CCCCC1, O=C1CCC(=O)N1O, O=C(O)CCCc1ccccc1. Product: O=C(CCCc1ccccc1)ON1C(=O)CCC1=O. Reaction SMILES: [CH3:36][C:37]#[N:38].[CH:21]1([N:22]=[C:23]=[N:24][CH:25]2[CH2:26][CH2:27][CH2:28][CH2:29][CH2:30]2)[CH2:31][CH2:32][CH2:33][CH2:34][CH2:35]1.[OH:13][N:14]1[C:15](=[O:20])[CH2:16][CH2:17][C:18]1=[O:19].[c:1]1([CH2:7][CH2:8][CH2:9][C:10](=[O:11])[OH:12])[cH:2][cH:3][cH:4][cH:5][cH:6]1>>[c:1]1([CH2:7][CH2:8][CH2:9][C:10]([O:11][N:14]2[C:15](=[O:20])[CH2:16][CH2:17][C:18]2=[O:19])=[O:12])[cH:2][cH:3][cH:4][cH:5][cH:6]1. Reactants: ClC1=NC=2C=CC=CC2C2=C1N=CN2CC(CO)C (3-(4-Chloro-1H-imidazo[4,5-c]quinolin-1-yl)-2-methylpropan-1-ol), N (ammonia), steel, [OH-].[K+] (potassium hydroxide). Procedure: R 3-(4-Chloro-1H-imidazo[4,5-c]quinolin-1-yl)-2-methylpropan-1-ol (1.0 g, 3.6 mmol) and methanolic ammonia (30 mL of 15%) were combined and then heated in a steel bomb at 150° C. The container was allowed to cool to ambient temperature. Excess methanolic potassium hydroxide was added to the reaction mixture which was then concentrated under reduced pressure to decrease the volume. Water was added and then concentration was continued until a solid formed. The solid was isolated by filtration, was... RXN SMILES: Cl[C:2]1[C:11]2[N:12]=[CH:13][N:14]([CH2:15][CH:16]([CH3:19])[CH2:17][OH:18])[C:10]=2[C:9]2[CH:8]=[CH:7][CH:6]=[CH:5][C:4]=2[N:3]=1.[OH-].[K+].[NH3:22]>>[NH2:22][C:2]1[C:11]2[N:12]=[CH:13][N:14]([CH2:15][CH:16]([CH3:19])[CH2:17][OH:18])[C:10]=2[C:9]2[CH:8]=[CH:7][CH:6]=[CH:5][C:4]=2[N:3]=1 |f:1.2|. Yields the product NC1=NC=2C=CC=CC2C2=C1N=CN2CC(CO)C (3-(4-amino-1H-imidazo[4,5-c]quinolin-1-yl)-2-methylpropan-1-ol). The reactants are Br, CC(=O)O, O=C(O)CCCCCCCCCCCCCCCO, O=S(=O)(O)O. The product is O=C(O)CCCCCCCCCCCCCCCBr. Reaction SMILES: [BrH:20].[CH3:26][C:27](=[O:28])[OH:29].[OH:1][CH2:2][CH2:3][CH2:4][CH2:5][CH2:6][CH2:7][CH2:8][CH2:9][CH2:10][CH2:11][CH2:12][CH2:13][CH2:14][CH2:15][CH2:16][C:17]([OH:18])=[O:19].[S:21](=[O:22])(=[O:23])([OH:24])[OH:25]>>[CH2:2]([CH2:3][CH2:4][CH2:5][CH2:6][CH2:7][CH2:8][CH2:9][CH2:10][CH2:11][CH2:12][CH2:13][CH2:14][CH2:15][CH2:16][C:17]([OH:18])=[O:19])[Br:20]. Reactants: C(C1=CC=CC=C1)(=O)CC(=O)NC1=CC=CC=C1 (Benzoylacetanilide). Run in S(O)(O)(=O)=O (sulphuric acid), O (water). The product is C1(=CC=CC=C1)C1=CC(NC2=CC=CC=C12)=O (4-phenyl-2-quinolinone). As a reaction SMILES: [C:1]([CH2:9][C:10]([NH:12][C:13]1[CH:18]=[CH:17][CH:16]=[CH:15][CH:14]=1)=[O:11])(=O)[C:2]1[CH:7]=[CH:6][CH:5]=[CH:4][CH:3]=1>S(=O)(=O)(O)O.O>[C:2]1([C:1]2[C:18]3[C:13](=[CH:14][CH:15]=[CH:16][CH:17]=3)[NH:12][C:10](=[O:11])[CH:9]=2)[CH:7]=[CH:6][CH:5]=[CH:4][CH:3]=1. Reported procedure: Benzoylacetanilide (150 g) (prepared according to the method of Brown et al., J. Am. Chem. Soc., 79, 2919, (1957)) in concentrated sulphuric acid (76%) (130 cc) is heated for 4 hours at 100° C. The reaction mixture is slowly poured with stirring in distilled water (3150 cc). The precipitate obtained is filtered, washed with water and then with acetone, and dried at 40° C. under reduced pressure. The residue obtained is recrystallised in ethanol. (white solid; m.p.=268°-269° C.) Reactants: C(C)(C)(C)OC(=O)N1C(O[C@H]([C@@H]1C[C@H](CC1=CC(=C(C=C1)OC)OCCCOC)C(C)C)C[C@@H](C(C)C)C(=O)O)(C)C (3-tert-butoxycarbonyl-5(S)-(2(S)-carboxy-3-methyl-butyl)-4(S)-{2(S)-isopropyl-3-[4-methoxy-3-(3-methoxypropyloxy)-phenyl]-propyl}-2,2-dimethyl-1,3-oxazolidine), Cl.COC([C@@H](CN)C)=O (3-amino-2(R)-methylpropionic acid methyl ester hydrochloride). Yields the product N[C@H]([C@H](C[C@H](C(=O)O)C(C)C)O)C[C@H](CC1=CC(=C(C=C1)OC)OCCCOC)C(C)C (5(S)-Amino-4(S)-hydroxy-2(S),7(S)-diisopropyl-8-[4-methoxy-3-(3-methoxypropyloxy)-phenyl]-octanoic acid). RXN SMILES: C(OC([N:8]1[C@@H:12]([CH2:13][C@@H:14]([CH:30]([CH3:32])[CH3:31])[CH2:15][C:16]2[CH:21]=[CH:20][C:19]([O:22][CH3:23])=[C:18]([O:24][CH2:25][CH2:26][CH2:27][O:28][CH3:29])[CH:17]=2)[C@H:11]([CH2:33][C@H:34]([C:38]([OH:40])=[O:39])[CH:35]([CH3:37])[CH3:36])[O:10]C1(C)C)=O)(C)(C)C.Cl.COC(=O)[C@H](C)CN>>[NH2:8][C@@H:12]([CH2:13][C@@H:14]([CH:30]([CH3:32])[CH3:31])[CH2:15][C:16]1[CH:21]=[CH:20][C:19]([O:22][CH3:23])=[C:18]([O:24][CH2:25][CH2:26][CH2:27][O:28][CH3:29])[CH:17]=1)[C@@H:11]([OH:10])[CH2:33][C@@H:34]([CH:35]([CH3:36])[CH3:37])[C:38]([OH:40])=[O:39] |f:1.2|. Reported procedure: The title compound is prepared analogously to Example 124b) from 3-tert-butoxycarbonyl-5(S)-(2(S)-carboxy-3-methyl-butyl)-4(S)-{2(S)-isopropyl-3-[4-methoxy-3-(3-methoxypropyloxy)-phenyl]-propyl}-2,2-dimethyl-1,3-oxazolidine (Example 124c) and 3-amino-2(R)-methylpropionic acid methyl ester hydrochloride. Reactants: Wittig reagent dimethyl 2-oxo-3-phenylpropylphosphonate, [H-].[Na+] (sodium hydride), C1CCOC1 (THF), OC[C@@H]1N(C(SC1)=O)CCCCCCC#N (7-[(4S)-4-(hydroxymethyl)-2-oxo-1,3-thiazolidin-3-yl]heptanenitrile), CC(=O)OI1(C=2C=CC=CC2C(=O)O1)(OC(=O)C)OC(=O)C (Dess Martin periodinane). The solvent is C(Cl)Cl (CH2Cl2). Conditions: time 2 hour. The product is O=C1SC[C@@H](N1CCCCCCC#N)\C=C\C(CC1=CC=CC=C1)=O (7-{(4S)-2-oxo-4-[(1E)-3-oxo-4-phenylbut-1-enyl]-1,3-thiazolidin-3-yl}heptanenitrile). As a reaction SMILES: O[CH2:2][C@H:3]1[CH2:7][S:6][C:5](=[O:8])[N:4]1[CH2:9][CH2:10][CH2:11][CH2:12][CH2:13][CH2:14][C:15]#[N:16].CC(OI1(OC(C)=O)(OC(C)=O)O[C:28](=O)[C:27]2[CH:26]=[CH:25][CH:24]=[CH:23][C:22]1=2)=O.[H-].[Na+].C1C[O:44][CH2:43][CH2:42]1>C(Cl)Cl>[O:8]=[C:5]1[N:4]([CH2:9][CH2:10][CH2:11][CH2:12][CH2:13][CH2:14][C:15]#[N:16])[C@@H:3](/[CH:2]=[CH:42]/[C:43](=[O:44])[CH2:28][C:27]2[CH:22]=[CH:23][CH:24]=[CH:25][CH:26]=2)[CH2:7][S:6]1 |f:2.3|. Procedure: To a solution of 4-2 (0.65 g, 2.7 mmol) in 15 mL CH2Cl2 was added Dess Martin periodinane (1.4 g, 3.2 mmol) portion wise and the resulting solution was stirred for 2 hours. The solution was concentrated in vacuo, to which toluene was added and concentrated thrice to remove acetic acid. The concentrate was then filtered through celite with CH2Cl2 and concentrated in vacuo. The crude product was then diluted in 7 mL of THF and added to a solution of the Wittig reagent dimethyl 2-oxo-3-phenylpropyl... Starting materials: CCN(C)c1cc(NC(=O)OC(C)(C)C)c(NC(=O)CC(=O)c2cccc(-c3cc(C)no3)c2)cc1C, ClCCl, O=C(O)C(F)(F)F. Product: CCN(C)c1cc2c(cc1C)NC(=O)CC(c1cccc(-c3cc(C)no3)c1)=N2. RXN SMILES: [C:1]([O:2][C:3](=[O:4])[NH:7][c:8]1[c:9]([NH:19][C:20]([CH2:21][C:22](=[O:5])[c:24]2[cH:25][c:26](-[c:30]3[cH:31][c:32]([CH3:35])[n:33][o:34]3)[cH:27][cH:28][cH:29]2)=[O:36])[cH:10][c:11]([CH3:18])[c:12]([N:14]([CH3:15])[CH2:16][CH3:17])[cH:13]1)([CH3:6])([CH3:23])[CH3:37].[Cl:45][CH2:46][Cl:47].[F:38][C:39]([F:40])([F:41])[C:42]([OH:43])=[O:44]>>[N:7]1=[C:22]([c:24]2[cH:25][c:26](-[c:30]3[cH:31][c:32]([CH3:35])[n:33][o:34]3)[cH:27][cH:28][cH:29]2)[CH2:21][C:20](=[O:36])[NH:19][c:9]2[c:8]1[cH:13][c:12]([N:14]([CH3:15])[CH2:16][CH3:17])[c:11]([CH3:18])[cH:10]2. Reactants: NC1=CC=C2C=CC=NC2=C1 (7-aminoquinoline), CC1=C(C(=O)O)C=CC(=N1)C1=C(C(=CC=C1)F)F (2-methyl-6-(2,3-difluorophenyl)-nicotinic acid). Yields the product FC1=C(C=CC=C1F)C1=NC(=C(C(=O)NC2=CC=C3C=CC=NC3=C2)C=C1)C (6-(2,3-Difluorophenyl)-2-methyl-N-quinolin-7-yl-nicotinamide). Reaction SMILES: [NH2:1][C:2]1[CH:11]=[C:10]2[C:5]([CH:6]=[CH:7][CH:8]=[N:9]2)=[CH:4][CH:3]=1.[CH3:12][C:13]1[N:21]=[C:20]([C:22]2[CH:27]=[CH:26][CH:25]=[C:24]([F:28])[C:23]=2[F:29])[CH:19]=[CH:18][C:14]=1[C:15](O)=[O:16]>>[F:29][C:23]1[C:24]([F:28])=[CH:25][CH:26]=[CH:27][C:22]=1[C:20]1[CH:19]=[CH:18][C:14]([C:15]([NH:1][C:2]2[CH:11]=[C:10]3[C:5]([CH:6]=[CH:7][CH:8]=[N:9]3)=[CH:4][CH:3]=2)=[O:16])=[C:13]([CH3:12])[N:21]=1. Procedure details: Using the procedure outlined in Example 56, the title compound was prepared from 7-aminoquinoline (D55) (28 mg, 0.20 mmol) and 6-(2,3-difluorophenyl)-2-methyl-nicotinic acid (D26) (54 mg, 0.33 mmol), as a brown solid. MS(ES): MH+ 376, M-H+ 374.